This data is from the Open Reaction Database (ORD), a public repository of structured organic reaction records. The task is: describe an organic reaction: reactants, conditions, products, and yield The reactants are C1(=CC=CC=C1)OC1=CC=CC=C1 (diphenyl ether), C(C)C1=C(C=C(C(=C1N\C(\C(=O)[O-])=C/C(=O)[O-])CC)Cl)Cl ((Z)-Diethyl-3,5-dichloroanilinofumarate), C1(=CC=CC=C1)OC1=CC=CC=C1 (diphenyl ether). Run at temperature 244 celsius. The product is ClC1=C2C(C=C(NC2=CC(=C1)Cl)C(=O)OCC)=O (Ethyl 5,7-dichloro-1,4-dihydro-4-oxoquinoline-2-carboxylate). RXN SMILES: [C:1]1(OC2C=CC=CC=2)C=CC=C[CH:2]=1.C([C:16]1[C:21]([NH:22]/[C:23](=[CH:27]\[C:28]([O-:30])=O)/[C:24]([O-:26])=[O:25])=[C:20](CC)[C:19]([Cl:33])=[CH:18][C:17]=1[Cl:34])C>>[Cl:33][C:19]1[CH:18]=[C:17]([Cl:34])[CH:16]=[C:21]2[C:20]=1[C:28](=[O:30])[CH:27]=[C:23]([C:24]([O:26][CH2:1][CH3:2])=[O:25])[NH:22]2. Reported procedure: A 5-L three-neck flask equipped with a thermocouple, an addition funnel, and a distillation apparatus was charged with diphenyl ether (about 2.8 L), which was heated to about 244° C. The concentrated reaction mixture containing Compound 3 (about 1.1 mole) from Reaction 1, above, was added from the dropping funnel into the hot diphenyl ether over about 10 minutes with a nitrogen purge. The funnel was rinsed with about 200 mL of diphenyl ether, which was also added to the flask. The resulting mixt... Starting materials: CO, Cc1nc(NNC(=O)C(CC2CCCC2)CN(C=O)OCc2ccccc2)c(F)c(N2CCN(C)C(C)C2)n1. Yields the product Cc1nc(NNC(=O)C(CC2CCCC2)CN(O)C=O)c(F)c(N2CCN(C)C(C)C2)n1. As a reaction SMILES: [CH3:40][OH:41].[CH:1]1([CH2:6][CH:7]([CH2:8][N:9]([CH:10]=[O:11])[O:12][CH2:13][c:14]2[cH:15][cH:16][cH:17][cH:18][cH:19]2)[C:20](=[O:21])[NH:22][NH:23][c:24]2[n:25][c:26]([CH3:39])[n:27][c:28]([N:31]3[CH2:32][CH:33]([CH3:38])[N:34]([CH3:37])[CH2:35][CH2:36]3)[c:29]2[F:30])[CH2:2][CH2:3][CH2:4][CH2:5]1>>[CH:1]1([CH2:6][CH:7]([CH2:8][N:9]([CH:10]=[O:11])[OH:12])[C:20](=[O:21])[NH:22][NH:23][c:24]2[n:25][c:26]([CH3:39])[n:27][c:28]([N:31]3[CH2:32][CH:33]([CH3:38])[N:34]([CH3:37])[CH2:35][CH2:36]3)[c:29]2[F:30])[CH2:2][CH2:3][CH2:4][CH2:5]1. Starting materials: C=CCCC(C)(C)COC(=O)NC(C(=O)O)C(C)(C)C, CCOC(=O)C1CCC1. The product is C=CCCC1(COC(=O)NC(C(=O)O)C(C)(C)C)CCC1. As a reaction SMILES: [CH3:1][C:2]([CH2:3][O:4][C:5](=[O:6])[NH:7][CH:8]([C:9]([CH3:10])([CH3:11])[CH3:12])[C:13](=[O:14])[OH:15])([CH2:16][CH2:17][CH:18]=[CH2:19])[CH3:20].[CH:21]1([C:22]([O:23][CH2:24][CH3:25])=[O:26])[CH2:27][CH2:28][CH2:29]1>>[CH2:1]1[C:2]([CH2:3][O:4][C:5](=[O:6])[NH:7][CH:8]([C:9]([CH3:10])([CH3:11])[CH3:12])[C:13](=[O:14])[OH:15])([CH2:16][CH2:17][CH:18]=[CH2:19])[CH2:20][CH2:21]1. Starting materials: NC=1C(NC(N(C1N)CC1CCCCC1)=S)=O (5,6-Diamino-1-cyclohexylmethyl-2-thioxo-2,3-dihydro-1H-pyrimidin-4-one), C(C)O (ethanol), C(OCC)(OCC)OCC (triethyl orthoformate). Yields the product COCCCN1C(NC(C=2NC=NC12)=O)=S (3-(3-Methoxypropyl)-2-thioxanthine). The yield is 9.0%. Reaction SMILES: [NH2:1][C:2]1[C:3](=[O:17])[NH:4][C:5](=[S:16])[N:6]([CH2:9][CH:10]2CCCC[CH2:11]2)[C:7]=1[NH2:8].[CH:18](OCC)(OCC)[O:19]CC.[CH2:28](O)C>>[CH3:18][O:19][CH2:11][CH2:10][CH2:9][N:6]1[C:7]2[N:8]=[CH:28][NH:1][C:2]=2[C:3](=[O:17])[NH:4][C:5]1=[S:16]. Procedure details: 5,6-Diamino-1-cyclohexylmethyl-2-thioxo-2,3-dihydro-1H-pyrimidin-4-one (1.6 g, 12.2 mmol) was dissolved in ethanol (10 mL) and triethyl orthoformate (10 mL) and the reaction mixture was refluxed for 2.5 h. The solvents were evaporated off and the resulting brown solid was purified by flash chromatography (heptane/ethyl acetate, 4:1-1:1) to give the title compound (110 mg, 9%). Reactants: benzyl, C(C1=CC=CC=C1)OC=1C=C(C=CC1OCC1=CC=CC=C1)[C@@H](CN(CC1=CC=CC=C1)CCCC1=CC=C(C=C1)OC)O ((S)-1-(3,4-Dibenzyloxyphenyl)-2-[N-benzyl-3-(4-methoxyphenyl)propylamino]ethanol), C(C(=O)O)(=O)O (oxalic acid). Solvent: C(C)O (ethanol), C(C)O (ethanol). Reaction conditions: time 8 hour. Yields the product C(C(=O)O[C@H](CNCCCC1=CC=C(C=C1)OC)C1=CC(=C(C=C1)O)O)(=O)O ((S)-1-(3,4-dihydroxyphenyl)-2-[3-(4-methoxyphenyl)propylamino]ethanol hydrogen oxalate). RXN SMILES: C([O:8][C:9]1[CH:10]=[C:11]([C@H:23]([OH:44])[CH2:24][N:25]([CH2:33][CH2:34][CH2:35][C:36]2[CH:41]=[CH:40][C:39]([O:42][CH3:43])=[CH:38][CH:37]=2)CC2C=CC=CC=2)[CH:12]=[CH:13][C:14]=1[O:15]CC1C=CC=CC=1)C1C=CC=CC=1.[C:45](O)(=[O:49])[C:46]([OH:48])=[O:47]>C(O)C>[C:46]([OH:48])(=[O:47])[C:45]([O:44][C@@H:23]([C:11]1[CH:12]=[CH:13][C:14]([OH:15])=[C:9]([OH:8])[CH:10]=1)[CH2:24][NH:25][CH2:33][CH2:34][CH2:35][C:36]1[CH:37]=[CH:38][C:39]([O:42][CH3:43])=[CH:40][CH:41]=1)=[O:49]. Procedure: To a solution of 1.50 g (2.6 mmole) of the above benzyl-protected amino alcohol (the product of step (c)) in 150 ml ethanol containing 10% dioxane, 400 mg of 10% Pd on carbon atom were added. The reaction mixture was hydrogenated overnight at 25 psi. To the resulting mixture, a solution of 0.23 g (2.60 m mole) of oxalic acid in 2 ml ethanol was added. After mixing, the solution was filtered and evaporated under reduced pressure. The residue was slurred in ether. The precipitate was collected by ... As a reaction SMILES: [Al+3:20].[CH2:25]1[O:26][CH2:27][CH2:28][CH2:29]1.[CH3:1][O:2][c:3]1[cH:4][c:5]2[c:6]([cH:17][cH:18]1)[C:7](=[O:16])[NH:8][c:9]1[c:10]([cH:12][cH:13][cH:14][cH:15]1)[O:11]2.[H-:19].[H-:22].[H-:23].[H-:24].[Li+:21]>>[CH3:1][O:2][c:3]1[cH:4][c:5]2[c:6]([cH:17][cH:18]1)[CH2:7][NH:8][c:9]1[c:10]([cH:12][cH:13][cH:14][cH:15]1)[O:11]2. Yields the product COc1ccc2c(c1)Oc1ccccc1NC2. Starting materials: [Al+3], C1CCOC1, COc1ccc2c(c1)Oc1ccccc1NC2=O, [H-], [H-], [H-], [H-], [Li+]. Starting materials: N1=C(C=CC=C1)CC1(C(NC(N1C12CC3CC(CC(C1)C3)C2)=S)=O)CC2=NC=CC=C2 (bispyridylmethyl N-1-adamantyl thiohydantoin), C([O-])([O-])=O.[K+].[K+] (potassium carbonate), CI (methyl iodide). Run at time 48 hour. Solvent: CC(=O)C (acetone). As a reaction SMILES: N1C=CC=CC=1C[C:8]1(CC2C=CC=CN=2)[N:12]([C:13]23[CH2:22][CH:17]4[CH2:18][CH:19]([CH2:21][CH:15]([CH2:16]4)[CH2:14]2)[CH2:20]3)[C:11](=S)[NH:10][C:9]1=[O:24].C(=O)([O-])[O-].[K+].[K+].CI>CC(C)=O>[C:13]12([N:12]3[CH2:8][C:9](=[O:24])[N:10]=[CH:11]3)[CH2:20][CH:19]3[CH2:21][CH:15]([CH2:16][CH:17]([CH2:18]3)[CH2:22]1)[CH2:14]2 |f:1.2.3|. Reported procedure: Under a N2 atmosphere in 50 ml of acetone were combined 0.432 g (1 mmol) of bispyridylmethyl N-1-adamantyl thiohydantoin, 0.138 g (1 mmol) of potassium carbonate and 0.142 g (1 mmol) of methyl iodide and the reaction mixture was allowed to stir at room temperature for 48 hours. The reaction mixture was concentrated in vacuo and partitioned in 100 ml EtOAc/10 ml H2O. The organic layer was separated, washed with H2 O(4×10 ml), brine (1x), dried over NaSO4 and concentrated in vacuo. The crude produ... The product is C12(CC3CC(CC(C1)C3)C2)N2C=NC(C2)=O (N-1-adamantylimidazolinone). Reactants: CC1(C2C(C3=CN=CC=C3O1)O2)C ((±)-2,2-dimethyl-1a,7b-dihydro-2H-1,3-dioxa-6-aza-cyclopropa[a]naphthalene), ClC=1C=CC2=C(N=C(O2)N)C1 (5-chloro-benzooxazol-2-ylamine). Product: ClC=1C=CC2=C(N=C(O2)NC2C(C(OC3=C2C=NC=C3)(C)C)O)C1 (4-(5-Chloro-benzoxazol-2-ylamino)-2,2-dimethyl-3,4-dihydro-2H-pyrano[3,2-c]pyridin-3-ol). As a reaction SMILES: [CH3:1][C:2]1([CH3:13])[O:11][C:10]2[C:5](=[CH:6][N:7]=[CH:8][CH:9]=2)[CH:4]2[O:12][CH:3]12.[Cl:14][C:15]1[CH:16]=[CH:17][C:18]2[O:22][C:21]([NH2:23])=[N:20][C:19]=2[CH:24]=1>>[Cl:14][C:15]1[CH:16]=[CH:17][C:18]2[O:22][C:21]([NH:23][CH:4]3[C:5]4[CH:6]=[N:7][CH:8]=[CH:9][C:10]=4[O:11][C:2]([CH3:13])([CH3:1])[CH:3]3[OH:12])=[N:20][C:19]=2[CH:24]=1. Reported procedure: Following the procedure in Example 1, using (±)-2,2-dimethyl-1a,7b-dihydro-2H-1,3-dioxa-6-aza-cyclopropa[a]naphthalene and 5-chloro-benzooxazol-2-ylamine as starting materials, the title compound was prepared as a pale yellow solid. Solvent: CS(=O)C (DMSO), CO (methanol). Reaction conditions: temperature 140 celsius. Starting materials: FC1=C(C=CC=C1)S(=O)(=O)NC1=CC=C2C3C(COC2=C1C(=O)O)C3 ((1aRS,7bSR)-5-(2-fluorobenzenesulfonylamino)-1,1a,2,7b-tetrahydrocyclopropa-[c]chromene-4-carboxylic acid), FC1=C(C=CC=C1)S(=O)(=O)NC1=CC=C2C3C(COC2=C1C(=O)O)C3 ((1aRS,7bSR)-5-(2-fluorobenzenesulfonylamino)-1,1a,2,7b-tetrahydrocyclopropa-[c]chromene-4-carboxylic acid), N12C[C@H](C(CC1)CC2)N ((S)-1-azabicyclo[2.2.2]oct-3-ylamine). The yield is 13.8%. Reported procedure: A solution of (1aRS,7bSR)-5-(2-fluorobenzenesulfonylamino)-1,1a,2,7b-tetrahydrocyclopropa-[c]chromene-4-carboxylic acid (Intermediate 67, 0.6 g) and (S)-1-azabicyclo[2.2.2]oct-3-ylamine (6.0 g) in DMSO (6 mL) was stirred and heated in a sealed vessel at 140° C. for 22 hours. After cooling, the mixture was diluted with methanol and concentrated under vacuum. The residue was purified by HPLC (C18) to give (1aRS,7bSR)-5-{2-[((S)-1-azabicyclo[2.2.2]oct-3-yl)amino]benzenesulfonylamino}-1,1a,2,7b-tetr... Reaction SMILES: F[C:2]1[CH:7]=[CH:6][CH:5]=[CH:4][C:3]=1[S:8]([NH:11][C:12]1[C:21]([C:22]([OH:24])=[O:23])=[C:20]2[C:15]([CH:16]3[CH2:25][CH:17]3[CH2:18][O:19]2)=[CH:14][CH:13]=1)(=[O:10])=[O:9].[N:26]12[CH2:33][CH2:32][CH:29]([CH2:30][CH2:31]1)[C@H:28]([NH2:34])[CH2:27]2>CS(C)=O.CO>[N:26]12[CH2:33][CH2:32][CH:29]([CH2:30][CH2:31]1)[C@H:28]([NH:34][C:2]1[CH:7]=[CH:6][CH:5]=[CH:4][C:3]=1[S:8]([NH:11][C:12]1[C:21]([C:22]([OH:24])=[O:23])=[C:20]3[C:15]([CH:16]4[CH2:25][CH:17]4[CH2:18][O:19]3)=[CH:14][CH:13]=1)(=[O:10])=[O:9])[CH2:27]2. The product is N12C[C@H](C(CC1)CC2)NC2=C(C=CC=C2)S(=O)(=O)NC2=CC=C1C3C(COC1=C2C(=O)O)C3 ((1aRS,7bSR)-5-{2-[((S)-1-azabicyclo[2.2.2]oct-3-yl)amino]benzenesulfonylamino}-1,1a,2,7b-tetrahydrocyclopropa[c]chromene-4-carboxylic acid).